Dataset: the Open Reaction Database (ORD), a public repository of structured organic reaction records. Task: describe an organic reaction: reactants, conditions, products, and yield Reactants: C(C)(C)N (isopropylamine), C(=O)(O)C[C@H]1CCCN(C2=C1C=CC=C2)S(=O)(=O)C2=CC=C(C=C2)C ((5R)-5-carboxymethyl-1-(p-toluenesulfonyl)-2,3,4,5-tetrahydro-1H-benzazepine), S(=O)(Cl)Cl (thionyl chloride), CN1C(CCC1)=O (1-methyl-2-pyrrolidone). Solvent: ClCCl (dichloromethane), ClCCl (dichloromethane). Reaction conditions: time 3 hour. The product is C(C)(C)NC(=O)C[C@H]1CCCN(C2=C1C=CC=C2)S(=O)(=O)C2=CC=C(C=C2)C ((5R)-5-isopropylaminocarbonylmethyl-1-(p-toluenesulfonyl)-2,3,4,5-tetrahydro-1H-benzazepine). RXN SMILES: [C:1]([CH2:4][C@@H:5]1[C:11]2[CH:12]=[CH:13][CH:14]=[CH:15][C:10]=2[N:9]([S:16]([C:19]2[CH:24]=[CH:23][C:22]([CH3:25])=[CH:21][CH:20]=2)(=[O:18])=[O:17])[CH2:8][CH2:7][CH2:6]1)(O)=[O:2].S(Cl)(Cl)=O.CN1CCCC1=O.[CH:37]([NH2:40])([CH3:39])[CH3:38]>ClCCl>[CH:37]([NH:40][C:1]([CH2:4][C@@H:5]1[C:11]2[CH:12]=[CH:13][CH:14]=[CH:15][C:10]=2[N:9]([S:16]([C:19]2[CH:20]=[CH:21][C:22]([CH3:25])=[CH:23][CH:24]=2)(=[O:17])=[O:18])[CH2:8][CH2:7][CH2:6]1)=[O:2])([CH3:39])[CH3:38]. Procedure: To a solution of (5R)-5-carboxymethyl-1-(p-toluenesulfonyl)-2,3,4,5-tetrahydro-1H-benzazepine (115.6 g) in dry dichloromethane (700 ml) are added thionyl chloride (70 ml) and 1-methyl-2-pyrrolidone (1 ml), and the mixture is refluxed with stirring for three hours. The solution is added dropwise into a solution of isopropylamine (274 ml) in dichloromethane (300 ml) under ice-cooling, and the mixture is stirred for 12 hours. The mixture is evaporated under reduced pressure to remove the dichlorome... Starting materials: Nc1cnc(OCC(F)(F)F)c(-c2ccc(Cl)cc2)c1, O=C(O)C1CCOC1. Yields the product O=C(Nc1cnc(OCC(F)(F)F)c(-c2ccc(Cl)cc2)c1)C1CCOC1. RXN SMILES: [Cl:1][c:2]1[cH:3][cH:4][c:5](-[c:8]2[cH:9][c:10]([NH2:20])[cH:11][n:12][c:13]2[O:14][CH2:15][C:16]([F:17])([F:18])[F:19])[cH:6][cH:7]1.[O:21]1[CH2:22][CH:23]([C:26](=[O:27])[OH:28])[CH2:24][CH2:25]1>>[Cl:1][c:2]1[cH:3][cH:4][c:5](-[c:8]2[cH:9][c:10]([NH:20][C:26]([CH:23]3[CH2:22][O:21][CH2:25][CH2:24]3)=[O:27])[cH:11][n:12][c:13]2[O:14][CH2:15][C:16]([F:17])([F:18])[F:19])[cH:6][cH:7]1.